Dataset: the Open Reaction Database (ORD), a public repository of structured organic reaction records. Task: describe an organic reaction: reactants, conditions, products, and yield The reactants are O (water), COC1=CC=CC=2C(=C(OC21)CC=C)CC(=O)OC (Methyl (7-methoxy-2-(2-propenyl)benzofuran-3-yl)acetate), ClCCl (dichloromethane), C(O)([O-])=O.[Na+] (sodium hydrogen carbonate), B(Br)(Br)Br (boron tribromide). Conditions: temperature 0 celsius, time 2 hour. Product: OCCC1=C(OC2=C1C=CC=C2OCC(=O)OC)CC=C (Methyl (3-(2-hydroxyethyl)-2-(2-propenyl)benzofuran-7-yloxy)acetate). Isolated yield 87.0%. RXN SMILES: [CH3:1][O:2][C:3]1[C:11]2[O:10][C:9]([CH2:12][CH:13]=[CH2:14])=[C:8]([CH2:15][C:16]([O:18]C)=O)[C:7]=2[CH:6]=[CH:5][CH:4]=1.B(Br)(Br)Br.[C:24](=[O:27])([O-])[OH:25].[Na+].O.Cl[CH2:31]Cl>>[OH:18][CH2:16][CH2:15][C:8]1[C:7]2[CH:6]=[CH:5][CH:4]=[C:3]([O:2][CH2:1][C:24]([O:25][CH3:31])=[O:27])[C:11]=2[O:10][C:9]=1[CH2:12][CH:13]=[CH2:14] |f:2.3|. Reported procedure: Methyl (7-methoxy-2-(2-propenyl)benzofuran-3-yl)acetate (464 mg) was dissolved in dichloromethane (4 ml) and the solution was cooled to 0° C. To this solution, boron tribromide (1.0 M, 3.9 ml) was added and the solution was stirred for 2 hours. Saturated aqueous sodium hydrogen carbonate solution was added to the reaction solution and the resulting solution was poured into water layer (50 ml), followed by extracting the resultant twice with ethyl acetate (30 ml). The organic layers were combined... Starting materials: [Br-], CCCC[N+](CCCC)(CCCC)CCCC, C[S+](C)C, COS(=O)(=O)[O-], ClCCl, [Na+], [OH-], O, O=Cc1cccnc1. The product is c1cncc(C2CO2)c1. RXN SMILES: [Br-:21].[CH2:22]([N+:23]([CH2:24][CH2:25][CH2:26][CH3:27])([CH2:28][CH2:29][CH2:30][CH3:31])[CH2:32][CH2:33][CH2:34][CH3:35])[CH2:36][CH2:37][CH3:38].[CH3:15][S+:16]([CH3:17])[CH3:18].[CH3:9][O:10][S:11]([O-:12])(=[O:13])=[O:14].[Cl:39][CH2:40][Cl:41].[Na+:20].[OH-:19].[OH2:42].[n:1]1[cH:2][c:3]([CH:7]=[O:8])[cH:4][cH:5][cH:6]1>>[n:1]1[cH:2][c:3]([CH:7]2[O:8][CH2:9]2)[cH:4][cH:5][cH:6]1. The reactants are CO, [Na+], [Na+], O=C([O-])[O-], CCOC(=O)CCC(NC(=O)c1ccc(C(COC2CCCCO2)CC2CNc3nc(NC(=O)C(C)(C)C)nc(O)c3C2)cc1)C(=O)OCC, O. Yields the product CCOC(=O)CCC(NC(=O)c1ccc(C(CO)CC2CNc3nc(NC(=O)C(C)(C)C)nc(O)c3C2)cc1)C(=O)OCC. Reaction SMILES: [CH3:57][OH:58].[Na+:51].[Na+:52].[O-:53][C:54](=[O:55])[O-:56].[O:1]1[CH2:2][CH2:3][CH2:4][CH2:5][CH:6]1[O:7][CH2:8][CH:9]([CH2:10][CH:11]1[CH2:12][c:13]2[c:14]([n:15][c:16]([NH:20][C:21]([C:22]([CH3:23])([CH3:24])[CH3:25])=[O:26])[n:17][c:18]2[OH:19])[NH:27][CH2:28]1)[c:29]1[cH:30][cH:31][c:32]([C:33](=[O:34])[NH:35][CH:36]([CH2:37][CH2:38][C:39](=[O:40])[O:41][CH2:42][CH3:43])[C:44](=[O:45])[O:46][CH2:47][CH3:48])[cH:49][cH:50]1.[OH2:59]>>[OH:7][CH2:8][CH:9]([CH2:10][CH:11]1[CH2:12][c:13]2[c:14]([n:15][c:16]([NH:20][C:21]([C:22]([CH3:23])([CH3:24])[CH3:25])=[O:26])[n:17][c:18]2[OH:19])[NH:27][CH2:28]1)[c:29]1[cH:30][cH:31][c:32]([C:33](=[O:34])[NH:35][CH:36]([CH2:37][CH2:38][C:39](=[O:40])[O:41][CH2:42][CH3:43])[C:44](=[O:45])[O:46][CH2:47][CH3:48])[cH:49][cH:50]1. Reactants: Cl, Cc1nnc2n1-c1ccc([N+](=O)[O-])cc1C(c1ccccc1F)=NC2(C)C, [Na+], [OH-], Cl[Sn](Cl)(Cl)Cl. Product: Cc1nnc2n1-c1ccc(N)cc1C(c1ccccc1F)=NC2(C)C. RXN SMILES: [ClH:35].[F:1][c:2]1[c:3]([C:8]2=[N:9][C:10]([CH3:26])([CH3:27])[c:11]3[n:12]([c:22]([CH3:25])[n:23][n:24]3)-[c:13]3[c:14]2[cH:15][c:16]([N+:19]([O-:20])=[O:21])[cH:17][cH:18]3)[cH:4][cH:5][cH:6][cH:7]1.[Na+:34].[OH-:33].[Sn:28]([Cl:29])([Cl:30])([Cl:31])[Cl:32]>>[F:1][c:2]1[c:3]([C:8]2=[N:9][C:10]([CH3:26])([CH3:27])[c:11]3[n:12]([c:22]([CH3:25])[n:23][n:24]3)-[c:13]3[c:14]2[cH:15][c:16]([NH2:19])[cH:17][cH:18]3)[cH:4][cH:5][cH:6][cH:7]1. Starting materials: FC1=CC=C(C=C1)C(N1CCN(CC1)CC(CN1C(N(C2=C1C=CC=C2)C(=C)C)=O)C)C2=CC=C(C=C2)F (1-[3-{4-[bis(4-fluorophenyl)methyl]-1-piperazinyl}-2-methylpropyl]-1,3-dihydro-3-(1-methylethenyl)-2H-benzimidazol-2-one), C(C)O (ethanol), Cl (hydrogen chloride). Run in CC(C)O (2-propanol). The product is FC1=CC=C(C=C1)C(N1CCN(CC1)CC(CN1C(NC2=C1C=CC=C2)=O)C)C2=CC=C(C=C2)F (1-[3-{4-[bis(4-fluorophenyl)methyl]-1-piperazinyl}-2-methylpropyl]-1,3-dihydro-2H-benzimidazol-2-one). Reaction SMILES: [F:1][C:2]1[CH:7]=[CH:6][C:5]([CH:8]([C:32]2[CH:37]=[CH:36][C:35]([F:38])=[CH:34][CH:33]=2)[N:9]2[CH2:14][CH2:13][N:12]([CH2:15][CH:16]([CH3:31])[CH2:17][N:18]3[C:22]4[CH:23]=[CH:24][CH:25]=[CH:26][C:21]=4[N:20](C(C)=C)[C:19]3=[O:30])[CH2:11][CH2:10]2)=[CH:4][CH:3]=1.C(O)C.Cl>CC(O)C>[F:1][C:2]1[CH:7]=[CH:6][C:5]([CH:8]([C:32]2[CH:37]=[CH:36][C:35]([F:38])=[CH:34][CH:33]=2)[N:9]2[CH2:10][CH2:11][N:12]([CH2:15][CH:16]([CH3:31])[CH2:17][N:18]3[C:22]4[CH:23]=[CH:24][CH:25]=[CH:26][C:21]=4[NH:20][C:19]3=[O:30])[CH2:13][CH2:14]2)=[CH:4][CH:3]=1. Procedure details: A stirred solution of 8 parts of 1-[3-{4-[bis(4-fluorophenyl)methyl]-1-piperazinyl}-2-methylpropyl]-1,3-dihydro-3-(1-methylethenyl)-2H-benzimidazol-2-one in 120 parts of ethanol is acidified with 2-propanol, previously saturated with gaseous hydrogen chloride. The whole is stirred and refluxed for 5 minutes. The reaction mixture is evaporated. The residue is taken up in water and the whole is alkalized with a concentrated ammonium hydroxide solution. The oily product is extracted with trichlorom... The reactants are C1(=CC=CC=C1)CC(=O)N=C=O (phenylacetyl isocyanate), C1(=CC=CC=C1)CC(=O)N (2-phenylacetamide), C(C(=O)Cl)(=O)Cl (oxalyl chloride), NC1=CC(=C(OC2=CC(=NC=N2)NC(=O)N2CCCC2)C=C1)F (pyrrolidine-1-carboxylic acid [6-(4-amino-2-fluorophenoxy)pyrimidin-4-yl]amide), C1(=CC=CC=C1)CC(=O)N=C=O (phenylacetyl isocyanate). Solvent: CCCCCC (hexane), C(C)(=O)OCC (ethyl acetate), CCCCCC (hexane), ClC(C)Cl (dichloroethane), CN(C=O)C (N,N-dimethylformamide), CCCCCC (hexane). Conditions: temperature 110 celsius, time 12 hour. The product is FC1=C(OC2=CC(=NC=N2)NC(=O)N2CCCC2)C=CC(=C1)NC(=O)NC(CC1=CC=CC=C1)=O (Pyrrolidine-1-carboxylic acid {6-[2-fluoro-4-(3-phenylacetylureido)phenoxy]pyrimidin-4-yl}amide). The yield is 78.1%. RXN SMILES: C1(CC(N)=O)C=CC=CC=1.C(Cl)(=O)C(Cl)=O.[C:17]1([CH2:23][C:24]([N:26]=[C:27]=[O:28])=[O:25])[CH:22]=[CH:21][CH:20]=[CH:19][CH:18]=1.[NH2:29][C:30]1[CH:50]=[CH:49][C:33]([O:34][C:35]2[N:40]=[CH:39][N:38]=[C:37]([NH:41][C:42]([N:44]3[CH2:48][CH2:47][CH2:46][CH2:45]3)=[O:43])[CH:36]=2)=[C:32]([F:51])[CH:31]=1>ClC(Cl)C.CCCCCC.CN(C)C=O.C(OCC)(=O)C>[F:51][C:32]1[CH:31]=[C:30]([NH:29][C:27]([NH:26][C:24](=[O:25])[CH2:23][C:17]2[CH:22]=[CH:21][CH:20]=[CH:19][CH:18]=2)=[O:28])[CH:50]=[CH:49][C:33]=1[O:34][C:35]1[N:40]=[CH:39][N:38]=[C:37]([NH:41][C:42]([N:44]2[CH2:48][CH2:47][CH2:46][CH2:45]2)=[O:43])[CH:36]=1. Procedure: To a suspension of 2-phenylacetamide (905 mg, 6.7 mmol) in dichloroethane (90 ml) was added oxalyl chloride (1.75 ml, 20.1 mmol) under a nitrogen atmosphere, followed by stirring at 110° C. for 12 hrs. The reaction mixture was cooled down to room temperature, and concentrated under a reduced pressure to give a residue, to which hexane (13.4 ml) was added to prepare a solution of phenylacetyl isocyanate in hexane. To a solution of pyrrolidine-1-carboxylic acid [6-(4-amino-2-fluorophenoxy)pyrimidi... Reactants: Cl.C(C1=CC=CC=C1)OC1=CC=C(OCCN2CCC(CC2)(CC2=CC=C(C=C2)C)O)C=C1 (1-[2-(4-benzyloxyphenoxy)ethyl]-4-hydroxy-4-(4-methylbenzyl)piperidine hydrochloride), 1-[2-(4-Hydroxyphenoxy)ethyl]-1-hydroxy-4-(4-methylbenzyl)piperidine hydrochloride, CCOCC (ether), [H][H] (hydrogen). Reagents/catalysts: [OH-].[OH-].[Pd+2] (Pd(OH)2). The solvent is CO (methanol). Reaction conditions: time 8 hour. Product: Cl.OC1=CC=C(OCCN2CCC(CC2)(CC2=CC=C(C=C2)C)O)C=C1 (1-[2-(4-Hydroxyphenoxy)ethyl]-4hydroxy-4-(4-methylbenzyl)piperidine hydrochloride). Isolated yield 99.9%. Reaction SMILES: [ClH:1].C([O:9][C:10]1[CH:33]=[CH:32][C:13]([O:14][CH2:15][CH2:16][N:17]2[CH2:22][CH2:21][C:20]([OH:31])([CH2:23][C:24]3[CH:29]=[CH:28][C:27]([CH3:30])=[CH:26][CH:25]=3)[CH2:19][CH2:18]2)=[CH:12][CH:11]=1)C1C=CC=CC=1.[H][H].CCOCC>CO.[OH-].[OH-].[Pd+2]>[ClH:1].[OH:9][C:10]1[CH:11]=[CH:12][C:13]([O:14][CH2:15][CH2:16][N:17]2[CH2:18][CH2:19][C:20]([OH:31])([CH2:23][C:24]3[CH:25]=[CH:26][C:27]([CH3:30])=[CH:28][CH:29]=3)[CH2:21][CH2:22]2)=[CH:32][CH:33]=1 |f:0.1,5.6.7,8.9|. Procedure details: 1-[2-(4-Hydroxyphenoxy)ethyl]-1-hydroxy-4-(4-methylbenzyl)piperidine hydrochloride. To a solution of 1-[2-(4-benzyloxyphenoxy)ethyl]-4-hydroxy-4-(4-methylbenzyl)piperidine hydrochloride (0.25 g, 0.53 mmol) in 30 mL of methanol was added 62.5 mg of 20% Pd(OH)2. The resulting mixture was hydrogenated at 20 psi of hydrogen for 3 h. The catalyst was removed through a short column of celite (5 g) and washed with methanol (3×15 mL). Methanol was evaporated in vacuo to give a residue, to which 50 mL of...